This data is from the Open Reaction Database (ORD), a public repository of structured organic reaction records. The task is: describe an organic reaction: reactants, conditions, products, and yield Reactants: COC(CCCCCC1=CC=C(C=C1)C1=CC=CC=C1)=O (6-(Biphenyl-4-yl)hexanoic acid methyl ester), [H-].[Al+3].[Li+].[H-].[H-].[H-] (lithium aluminium hydride), [OH-].[Na+] (sodium hydroxide), O (water), O (water). Run in C1CCOC1 (THF), C1CCOC1 (THF). Conditions: temperature 0 celsius, time 1 day. Yields the product C1(=CC=C(C=C1)CCCCCCO)C1=CC=CC=C1 (6-(biphenyl-4-yl)hexanol). RXN SMILES: C[O:2][C:3](=O)[CH2:4][CH2:5][CH2:6][CH2:7][CH2:8][C:9]1[CH:14]=[CH:13][C:12]([C:15]2[CH:20]=[CH:19][CH:18]=[CH:17][CH:16]=2)=[CH:11][CH:10]=1.[H-].[Al+3].[Li+].[H-].[H-].[H-].O.[OH-].[Na+]>C1COCC1>[C:12]1([C:15]2[CH:16]=[CH:17][CH:18]=[CH:19][CH:20]=2)[CH:11]=[CH:10][C:9]([CH2:8][CH2:7][CH2:6][CH2:5][CH2:4][CH2:3][OH:2])=[CH:14][CH:13]=1 |f:1.2.3.4.5.6,8.9|. Reported procedure: 6-(Biphenyl-4-yl)hexanoic acid methyl ester (0.67 g, 2.4 mmol) in THF (5 ml) was added dropwise to lithium aluminium hydride (0.2 g, 5.3 mmol) in THF cooled to 0° C. After stirring for 1 day at room temperature, water (1 ml) then 5M sodium hydroxide (1 ml) followed by water (2 ml) were added cautiously followed by stirring at room temperature for 2 hours. The precipitate was filtered off and filtrate was evaporated to give 6-(biphenyl-4-yl)hexanol as a solid (MS: M+ =254). Solvent: O1CCOCC1 (1,4-dioxane). Isolated yield 91.8%. Run at temperature 50 celsius, time 6 hour. The product is C1(CCCCC1)NC1=NC(=NC(=N1)NC1CCCCC1)NC1CCCCC1 (2,4,6-tris(cyclohexylamino)-1,3,5-triazine). RXN SMILES: [N:1]1[C:8](Cl)=[N:7][C:5](Cl)=[N:4][C:2]=1Cl.[CH:10]1([NH2:16])[CH2:15][CH2:14][CH2:13][CH2:12][CH2:11]1.O>O1CCOCC1>[CH:10]1([NH:16][C:2]2[N:4]=[C:5]([NH:16][CH:10]3[CH2:15][CH2:14][CH2:13][CH2:12][CH2:11]3)[N:7]=[C:8]([NH:16][CH:10]3[CH2:15][CH2:14][CH2:13][CH2:12][CH2:11]3)[N:1]=2)[CH2:15][CH2:14][CH2:13][CH2:12][CH2:11]1. Procedure details: 18.5 g (0.1 mol.) of cyanuric chloride were dissolved in 400 mL of 1,4-dioxane. The mixture solution was warmed to 50° C. While stirring, the warmed solution was dropwise added with 60.2 g (0.6 mol.) of cyclohexylamine over two hours in such a manner that the reaction temperature did not raise over 50° C. While continuing further stirring, the temperature was raised to 85° C. and 60.2 g (0.61 mol.) of cyclohexylamine by keeping the temperature. Thereafter, the temperature was again raised and th... Starting materials: O (water), N1=C(Cl)N=C(Cl)N=C1Cl (cyanuric chloride), C1(CCCCC1)N (cyclohexylamine), C1(CCCCC1)N (cyclohexylamine). Starting materials: O=C1CCC(=O)N1Br, CC#N, O=C(O)C(F)(F)F, N#Cc1ccnc(N)c1. Product: N#Cc1cc(N)ncc1Br. RXN SMILES: [Br:17][N:18]1[C:19](=[O:20])[CH2:21][CH2:22][C:23]1=[O:24].[CH3:25][C:26]#[N:27].[F:10][C:11]([F:12])([F:13])[C:14]([OH:15])=[O:16].[NH2:1][c:2]1[cH:3][c:4]([C:5]#[N:6])[cH:7][cH:8][n:9]1>>[NH2:1][c:2]1[cH:3][c:4]([C:5]#[N:6])[c:7]([Br:17])[cH:8][n:9]1. Starting materials: O=C([O-])[O-], C1CN1, CCOCC, O=C(Cl)OCc1ccccc1, [K+], [K+]. The product is O=C(OCc1ccccc1)N1CC1. Reaction SMILES: [C:4](=[O:5])([O-:6])[O-:7].[CH2:1]1[CH2:2][NH:3]1.[CH2:21]([O:22][CH2:23][CH3:24])[CH3:25].[Cl:10][C:11](=[O:12])[O:13][CH2:14][c:15]1[cH:16][cH:17][cH:18][cH:19][cH:20]1.[K+:8].[K+:9]>>[CH2:1]1[CH2:2][N:3]1[C:11](=[O:12])[O:13][CH2:14][c:15]1[cH:16][cH:17][cH:18][cH:19][cH:20]1. Reactants: O=C1CCC(=O)N1Br, O=C(OOC(=O)c1ccccc1)c1ccccc1, Cc1ccc(-c2ccccc2)cn1, ClC(Cl)(Cl)Cl. Yields the product BrCc1ccc(-c2ccccc2)cn1. Reaction SMILES: [Br:14][N:15]1[C:16](=[O:17])[CH2:18][CH2:19][C:20]1=[O:21].[C:22]([O:23][O:24][C:25](=[O:26])[c:27]1[cH:28][cH:29][cH:30][cH:31][cH:32]1)(=[O:33])[c:34]1[cH:35][cH:36][cH:37][cH:38][cH:39]1.[CH3:1][c:2]1[n:3][cH:4][c:5](-[c:8]2[cH:9][cH:10][cH:11][cH:12][cH:13]2)[cH:6][cH:7]1.[Cl:40][C:41]([Cl:42])([Cl:43])[Cl:44]>>[CH2:1]([c:2]1[n:3][cH:4][c:5](-[c:8]2[cH:9][cH:10][cH:11][cH:12][cH:13]2)[cH:6][cH:7]1)[Br:14]. Starting materials: CCOC(=O)CCCCOc1ccc(N=Nc2ccc(C#N)cc2)cc1, CN(C)C=O, CCO, Cl, [Na+], [OH-], O. Product: N#Cc1ccc(N=Nc2ccc(OCCCCC(=O)O)cc2)cc1. As a reaction SMILES: [C:1](#[N:2])[c:3]1[cH:4][cH:5][c:6]([N:9]=[N:10][c:11]2[cH:12][cH:13][c:14]([O:15][CH2:16][CH2:17][CH2:18][CH2:19][C:20](=[O:21])[O:22][CH2:23][CH3:24])[cH:25][cH:26]2)[cH:7][cH:8]1.[CH3:30][N:31]([CH3:32])[CH:33]=[O:34].[CH3:36][CH2:37][OH:38].[ClH:29].[Na+:28].[OH-:27].[OH2:35]>>[C:1](#[N:2])[c:3]1[cH:4][cH:5][c:6]([N:9]=[N:10][c:11]2[cH:12][cH:13][c:14]([O:15][CH2:16][CH2:17][CH2:18][CH2:19][C:20](=[O:21])[OH:22])[cH:25][cH:26]2)[cH:7][cH:8]1.